The task is: describe an organic reaction: reactants, conditions, products, and yield. This data is from the Open Reaction Database (ORD), a public repository of structured organic reaction records. Starting materials: COC(=O)Cn1c(C)cc2cc(F)ccc21, O=Cc1sc(Cl)cc1S(=O)(=O)c1ccccc1. The product is COC(=O)Cn1c(C)c(Cc2sc(Cl)cc2S(=O)(=O)c2ccccc2)c2cc(F)ccc21. As a reaction SMILES: [CH3:18][O:19][C:20]([CH2:21][n:22]1[c:23]([CH3:32])[cH:24][c:25]2[cH:26][c:27]([F:31])[cH:28][cH:29][c:30]12)=[O:33].[c:1]1([S:7](=[O:8])(=[O:9])[c:10]2[c:11]([CH:16]=[O:17])[s:12][c:13]([Cl:15])[cH:14]2)[cH:2][cH:3][cH:4][cH:5][cH:6]1>>[c:1]1([S:7](=[O:8])(=[O:9])[c:10]2[c:11]([CH2:16][c:24]3[c:23]([CH3:32])[n:22]([CH2:21][C:20]([O:19][CH3:18])=[O:33])[c:30]4[c:25]3[cH:26][c:27]([F:31])[cH:28][cH:29]4)[s:12][c:13]([Cl:15])[cH:14]2)[cH:2][cH:3][cH:4][cH:5][cH:6]1. The reactants are FC1=CC(=C(C=C1)C1=C(C=NC=C1)N(C(C1=CC(=CC(=C1)SCC[Si](C)(C)C)C(F)(F)F)=O)C)OC (N-(4-(4-fluoro-2-methoxyphenyl)pyridin-3-yl)-N-methyl-3-(trifluoromethyl)-5-(2-(trimethylsilyl)ethylthio)benzamide), [F-].C(CCC)[N+](CCCC)(CCCC)CCCC (tetrabutylammonium fluoride), C(CC(O)(C(=O)O)CC(=O)O)(=O)O (citric acid), CCOC(=O)C (EtOAc). Run in C1CCOC1 (THF). Run at time 90 minute. The product is FC1=CC(=C(C=C1)C1=C(C=NC=C1)N(C(C1=CC(=CC(=C1)C)S)=O)C)OC (N-[4-(4-Fluoro-2-methoxy-phenyl)-pyridin-3-yl]-3-mercapto-5,N-dimethyl-benzamide). Reaction SMILES: [F:1][C:2]1[CH:7]=[CH:6][C:5]([C:8]2[CH:13]=[CH:12][N:11]=[CH:10][C:9]=2[N:14]([CH3:34])[C:15](=[O:33])[C:16]2[CH:21]=[C:20]([S:22]CC[Si](C)(C)C)[CH:19]=[C:18]([C:29](F)(F)F)[CH:17]=2)=[C:4]([O:35][CH3:36])[CH:3]=1.[F-].C([N+](CCCC)(CCCC)CCCC)CCC.C(O)(=O)CC(CC(O)=O)(C(O)=O)O.CCOC(C)=O>C1COCC1>[F:1][C:2]1[CH:7]=[CH:6][C:5]([C:8]2[CH:13]=[CH:12][N:11]=[CH:10][C:9]=2[N:14]([CH3:34])[C:15](=[O:33])[C:16]2[CH:17]=[C:18]([CH3:29])[CH:19]=[C:20]([SH:22])[CH:21]=2)=[C:4]([O:35][CH3:36])[CH:3]=1 |f:1.2|. Procedure: To a solution of N-(4-(4-fluoro-2-methoxyphenyl)pyridin-3-yl)-N-methyl-3-(trifluoromethyl)-5-(2-(trimethylsilyl)ethylthio)benzamide (0.711 g, 1.32 mmol) in THF (12.6 mL) was added tetrabutylammonium fluoride (1M solution in THF, 6.96 mL, 6.96 mmol) and the clear light yellow solution was stirred at room temperature for 90 minutes. The reaction mixture was poured on 10% aqueous citric acid solution and EtOAc and the layers were separated. The aqueous layer was extracted twice with EtOAc. The orga...